From a dataset of the Open Reaction Database (ORD), a public repository of structured organic reaction records. describe an organic reaction: reactants, conditions, products, and yield Starting materials: Cc1ccc(C(CC(=O)O)C(=O)O)s1, O, Cc1ccccc1C. Product: Cc1cc2c(s1)C(C(=O)O)CC2=O. As a reaction SMILES: [CH3:1][c:2]1[cH:3][cH:4][c:5]([CH:7]([C:8](=[O:9])[OH:10])[CH2:11][C:12](=[O:13])[OH:14])[s:6]1.[OH2:23].[c:15]1([CH3:16])[c:17]([CH3:18])[cH:19][cH:20][cH:21][cH:22]1>>[CH3:1][c:2]1[cH:3][c:4]2[c:5]([s:6]1)[CH:7]([C:8](=[O:9])[OH:10])[CH2:11][C:12]2=[O:14]. The reactants are aqueous solution, [OH-].[Li+] (lithium hydroxide), C(C)OC(=O)C1=CC=2N(N=C1)C(=C(C2C2=CC=CC=C2)CC2=C(C(=CC=C2)F)C)C(=O)N2CCN(CC2)C(=O)OC(C)(C)C (7-(4-tert-Butoxycarbonyl-piperazine-1-carbonyl)-6-(3-fluoro-2-methyl-benzyl)-5-phenyl-pyrrolo[1,2-b]pyridazine-3-carboxylic acid ethyl ester). Solvent: O1CCOCC1 (dioxane). Reaction conditions: time 45 minute. Yields the product C(C)(C)(C)OC(=O)N1CCN(CC1)C(=O)C1=C(C(=C2N1N=CC(=C2)C(=O)O)C2=CC=CC=C2)CC2=C(C(=CC=C2)F)C (7-(4-tert-Butoxycarbonyl-piperazine-1-carbonyl)-6-(3-fluoro-2-methyl-benzyl)-5-phenyl-pyrrolo[1,2-b]pyridazine-3-carboxylic acid). Yield: 102.3%. RXN SMILES: C([O:3][C:4]([C:6]1[CH:11]=[N:10][N:9]2[C:12]([C:30]([N:32]3[CH2:37][CH2:36][N:35]([C:38]([O:40][C:41]([CH3:44])([CH3:43])[CH3:42])=[O:39])[CH2:34][CH2:33]3)=[O:31])=[C:13]([CH2:21][C:22]3[CH:27]=[CH:26][CH:25]=[C:24]([F:28])[C:23]=3[CH3:29])[C:14]([C:15]3[CH:20]=[CH:19][CH:18]=[CH:17][CH:16]=3)=[C:8]2[CH:7]=1)=[O:5])C.[OH-].[Li+]>O1CCOCC1>[C:41]([O:40][C:38]([N:35]1[CH2:34][CH2:33][N:32]([C:30]([C:12]2[N:9]3[N:10]=[CH:11][C:6]([C:4]([OH:5])=[O:3])=[CH:7][C:8]3=[C:14]([C:15]3[CH:16]=[CH:17][CH:18]=[CH:19][CH:20]=3)[C:13]=2[CH2:21][C:22]2[CH:27]=[CH:26][CH:25]=[C:24]([F:28])[C:23]=2[CH3:29])=[O:31])[CH2:37][CH2:36]1)=[O:39])([CH3:44])([CH3:43])[CH3:42] |f:1.2|. Procedure: The compound of step 10 (1.680 g, 2.80 mmol) was dissolved in 20 ml of dioxane and a 1 M aqueous solution of lithium hydroxide (4.30 ml, 4.30 mmol) was added. After stirring for 45 min at room temperature, the dioxane was evaporated under reduced pressure and 50 ml of water were added. The mixture was acidified to pH 2 with 5 N hydrochloric acid. The solid was filtered off, rinsed with water and dissolved in EA (100 ml). The solution was washed with water (50 ml) and brine (50 ml), dried over ma... Reactants: O (Water), [H-].[Na+] (sodium hydride), C1(CC1)C(=O)C1=CC(=NC=C1)COCOC (cyclopropyl(2-((methoxymethoxy)methyl)pyridin-4-yl)methanone), C(C)OP(=O)(OCC)CC(=O)OCC (ethyl diethylphosphonoacetate). Run in C1CCOC1 (THF). Yields the product C1(CC1)C(=CC(=O)OCC)C1=CC(=NC=C1)COCOC (ethyl 3-cyclopropyl-3-(2-((methoxymethoxy)methyl)pyridin-4-yl)acrylate). RXN SMILES: [H-].[Na+].C(OP([CH2:11][C:12]([O:14][CH2:15][CH3:16])=[O:13])(OCC)=O)C.[CH:17]1([C:20]([C:22]2[CH:27]=[CH:26][N:25]=[C:24]([CH2:28][O:29][CH2:30][O:31][CH3:32])[CH:23]=2)=O)[CH2:19][CH2:18]1.O>C1COCC1>[CH:17]1([C:20]([C:22]2[CH:27]=[CH:26][N:25]=[C:24]([CH2:28][O:29][CH2:30][O:31][CH3:32])[CH:23]=2)=[CH:11][C:12]([O:14][CH2:15][CH3:16])=[O:13])[CH2:18][CH2:19]1 |f:0.1|. Procedure: To a suspension of 60% sodium hydride (1.09 g) in THF (30 mL) was added ethyl diethylphosphonoacetate (6.46 mL) at 0° C., and then cyclopropyl(2-((methoxymethoxy)methyl)pyridin-4-yl)methanone (1.20 g) was added. The reaction mixture was heated under reflux for 2 hr. Water was added to the reaction mixture at room temperature, and the mixture was extracted with ethyl acetate. The extract was washed with water and saturated brine, and dried over anhydrous magnesium sulfate. The solvent was evapora... Starting materials: C[Li] (methyllithium), CCOCC (Et2O), C[Li] (methyllithium), CCOCC (Et2O), BrC=1C=C(C(=CC1)C1=C(C=CC=C1)C)C=O (4-bromo-2′-methylbiphenyl-2-carbaldehyde), IC (iodomethane). Solvent: C1CCOC1 (THF). Conditions: temperature -78 celsius, time 45 minute. Product: COC(C)C1=C(C=CC(=C1)Br)C1=C(C=CC=C1)C (1-(4-bromo-2′-methylbiphenyl-2-yl)ethyl methyl ether), oil. Yield: 86.0%. RXN SMILES: [CH3:1][Li].C[CH2:4][O:5][CH2:6][CH3:7].[Br:8][C:9]1[CH:10]=C(C=O)[C:12]([C:15]2[CH:20]=[CH:19][CH:18]=[CH:17][C:16]=2[CH3:21])=[CH:13][CH:14]=1.IC>C1COCC1>[CH3:4][O:5][CH:6]([C:7]1[CH:10]=[C:9]([Br:8])[CH:14]=[CH:13][C:12]=1[C:15]1[CH:20]=[CH:19][CH:18]=[CH:17][C:16]=1[CH3:21])[CH3:1]. Reported procedure: A solution of methyllithium in Et2O (1.6M, 6.8 mL, 10.9 mmol) was added dropwise into a solution of 4-bromo-2′-methylbiphenyl-2-carbaldehyde (2.0 g, 7.3 mmol) in anhydrous THF (30 mL) cooled at −78° C. under nitrogen atmosphere. The resulting mixture was stirred at −78° C. for 45 minutes and an additional amount of methyllithium in Et2O (1.6M, 3.4 mL, 5.5 mmol) was added. After 10 minutes, iodomethane (4.1 ml, 65.4 mmol) was added. The cooling bath was removed and the reaction mixture was stirre...